This data is from the Open Reaction Database (ORD), a public repository of structured organic reaction records. The task is: describe an organic reaction: reactants, conditions, products, and yield Reactants: S(=O)(Cl)Cl (Thionyl chloride), FC(C=1C=CC(=NC1)N1N=NN=C1CO)(F)F ({1-[5-(Trifluoromethyl)-2-pyridinyl]-1H-tetrazol-5-yl}methanol), FC(C=1C=CC(=NC1)N1N=NN=C1CO)(F)F ({1-[5-(Trifluoromethyl)-2-pyridinyl]-1H-tetrazol-5-yl}methanol). Solvent: C1(=CC=CC=C1)C (toluene). Reaction conditions: time 2 hour. The product is ClCC1=NN=NN1C1=NC=C(C=C1)C(F)(F)F (2-[5-(Chloromethyl)-1H-tetrazol-1-yl]-5-(trifluoromethyl)pyridine). Yield: 27.8%. As a reaction SMILES: S(Cl)([Cl:3])=O.[F:5][C:6]([F:21])([F:20])[C:7]1[CH:8]=[CH:9][C:10]([N:13]2[C:17]([CH2:18]O)=[N:16][N:15]=[N:14]2)=[N:11][CH:12]=1>C1(C)C=CC=CC=1>[Cl:3][CH2:18][C:17]1[N:13]([C:10]2[CH:9]=[CH:8][C:7]([C:6]([F:21])([F:20])[F:5])=[CH:12][N:11]=2)[N:14]=[N:15][N:16]=1. Reported procedure: Thionyl chloride (0.22 g, 1.85 mmol) was added at room temperature to a solution of {1-[5-(Trifluoromethyl)-2-pyridinyl]-1H-tetrazol-5-yl}methanol (Intermediate 58, 0.20 g, 0.82 mmol) in toluene, and the reaction mixture was stirred for 2 hr at reflux. The reaction mixture was concentrated under vacuum. The residue was diluted with DCM and washed with ice-water, saturated NaHCO3 and brine, dried over anhydrous Na2SO4, and concentrated under reduced pressure to afford the crude product. This was ... Reactants: compound, ClC1=NC=NC2=CC=C(C=C12)O (4-chloro-6-hydroxy-quinazoline), FC1=C(C=CC=C1F)C1=NOC(=N1)C (3-(2,3-difluorophenyl)-5-methyl-1,2,4-oxdiazole), NC1=NC(=NS1)C (5-amino-3-methyl-[1,2,4]thiadiazole). Product: FC1=C(OC=2C=C3C(=NC=NC3=CC2)NC2=NC(=NS2)C)C(=CC=C1)C1=NOC(=N1)C ([6-(2-Fluoro-6-(5-methyl-[1,2,4]oxadiazol-3-yl)-phenoxy)-quinazolin-4-yl]-3-methyl-[1,2,4]thiadiazol-5-yl-amine). RXN SMILES: F[C:2]1[C:7]([F:8])=[CH:6][CH:5]=[CH:4][C:3]=1[C:9]1[N:13]=[C:12]([CH3:14])[O:11][N:10]=1.[NH2:15][C:16]1[S:20][N:19]=[C:18]([CH3:21])[N:17]=1.Cl[C:23]1[C:32]2[C:27](=[CH:28][CH:29]=[C:30]([OH:33])[CH:31]=2)[N:26]=[CH:25][N:24]=1>>[F:8][C:7]1[CH:6]=[CH:5][CH:4]=[C:3]([C:9]2[N:13]=[C:12]([CH3:14])[O:11][N:10]=2)[C:2]=1[O:33][C:30]1[CH:31]=[C:32]2[C:27](=[CH:28][CH:29]=1)[N:26]=[CH:25][N:24]=[C:23]2[NH:15][C:16]1[S:20][N:19]=[C:18]([CH3:21])[N:17]=1. Procedure details: The compound of Example 93 was manufactured by the same method as in Example 95, by a similar method thereto or by a combination of such a method with a conventional method using 3-(2,3-difluorophenyl)-5-methyl-1,2,4-oxdiazole, 5-amino-3-methyl-[1,2,4]thiadiazole and 4-chloro-6-hydroxy-quinazoline. RXN SMILES: [C:1](#[N:2])[c:3]1[cH:4][c:5]([CH:36]=[O:37])[c:6]2[c:7]([n:8][c:9](-[c:11]3[cH:12][cH:13][c:14]([NH:17][C:18]([CH2:19][O:20][CH:21]4[CH2:22][CH2:23][N:24]([C:27](=[O:28])[O:29][C:30]([CH3:31])([CH3:32])[CH3:33])[CH2:25][CH2:26]4)=[O:34])[cH:15][cH:16]3)[o:10]2)[cH:35]1.[C:41]([OH:42])(=[O:43])[CH3:44].[CH3:38][NH:39][CH3:40].[Cl:45][CH2:46][CH2:47][Cl:48].[Cl:49][CH2:50][Cl:51]>>[C:1](#[N:2])[c:3]1[cH:4][c:5]([CH2:36][N:39]([CH3:38])[CH3:40])[c:6]2[c:7]([n:8][c:9](-[c:11]3[cH:12][cH:13][c:14]([NH:17][C:18]([CH2:19][O:20][CH:21]4[CH2:22][CH2:23][N:24]([C:27](=[O:28])[O:29][C:30]([CH3:31])([CH3:32])[CH3:33])[CH2:25][CH2:26]4)=[O:34])[cH:15][cH:16]3)[o:10]2)[cH:35]1. Reactants: CC(C)(C)OC(=O)N1CCC(OCC(=O)Nc2ccc(-c3nc4cc(C#N)cc(C=O)c4o3)cc2)CC1, CC(=O)O, CNC, ClCCCl, ClCCl. The product is CN(C)Cc1cc(C#N)cc2nc(-c3ccc(NC(=O)COC4CCN(C(=O)OC(C)(C)C)CC4)cc3)oc12. The reactants are ClC1=NC=CC=C1 (2-Chloropyridine), CCN(C(C)C)C(C)C (DIPEA), N1CCNCCC1 (homopiperazine). Solvent: CC(=O)N(C)C (DMA). The product is N1=C(C=CC=C1)N1CCNCCC1 (1-(Pyridin-2-yl)-1,4-diazepane). Yield: 72.9%. RXN SMILES: Cl[C:2]1[CH:7]=[CH:6][CH:5]=[CH:4][N:3]=1.CCN(C(C)C)C(C)C.[NH:17]1[CH2:23][CH2:22][CH2:21][NH:20][CH2:19][CH2:18]1>CC(N(C)C)=O>[N:3]1[CH:4]=[CH:5][CH:6]=[CH:7][C:2]=1[N:17]1[CH2:23][CH2:22][CH2:21][NH:20][CH2:19][CH2:18]1. Reported procedure: 2-Chloropyridine (3.00 g, 26.4 mmol), DIPEA (9.20 mL, 52.8 mmol) and homopiperazine (7.90 g, 79.3 mmol) were dissolved in DMA (10 mL) and heated using a microwave (180-200° C., absorption high) for 40 min. The reaction mixture was diluted with DCM (150 mL), washed with sat aq Na2CO3 (100 mL), brine (100 mL), dried (MgSO4) and concentrated in vacuo to give the title compound (3.41 g, 72%) as a brown liquid. LCMS (ES+): 178.6 [MH]+. The reactants are ClCCOC1=CC=CC=2C(C(=C(OC21)C2=CC=CC=C2)C)=O (8-(2-Chloroethoxy)-3-methyl-4-oxo-2-phenyl-4H-1-benzopyran), [N-]=[N+]=[N-].[Na+] (sodium azide), O (water). Solvent: CN(C=O)C (dimethylformamide). Reaction conditions: time 12 hour. The product is N(=[N+]=[N-])CCOC1=CC=CC=2C(C(=C(OC21)C2=CC=CC=C2)C)=O (8-(2-Azidoethoxy)-3-methyl-4-oxo-2-phenyl-4H-1-benzopyran). Isolated yield 90.2%. Reaction SMILES: Cl[CH2:2][CH2:3][O:4][C:5]1[C:14]2[O:13][C:12]([C:15]3[CH:20]=[CH:19][CH:18]=[CH:17][CH:16]=3)=[C:11]([CH3:21])[C:10](=[O:22])[C:9]=2[CH:8]=[CH:7][CH:6]=1.[N-:23]=[N+:24]=[N-:25].[Na+].O>CN(C)C=O>[N:23]([CH2:2][CH2:3][O:4][C:5]1[C:14]2[O:13][C:12]([C:15]3[CH:20]=[CH:19][CH:18]=[CH:17][CH:16]=3)=[C:11]([CH3:21])[C:10](=[O:22])[C:9]=2[CH:8]=[CH:7][CH:6]=1)=[N+:24]=[N-:25] |f:1.2|. Procedure: A mixture of 15.2 g of Intermediate XI and 6.24 g of sodium azide in 150 ml of anhydrous dimethylformamide was stirred at 70°-75° C. for 12 hours. After cooling to 20°-25° C., the reaction mixture was poured into 1.5 liters of water and extracted with dichloromethane. The organic solution was washed with aqueous sodium chloride solution and dried on anhydrous sodium sulfate. The solvents were evaporated off in vacuo. The residue was taken up in water, collected by suction filtration and dried to...